This data is from the Open Reaction Database (ORD), a public repository of structured organic reaction records. The task is: describe an organic reaction: reactants, conditions, products, and yield Reactants: COCC(C)Oc1cc(Oc2ccc(S(C)(=O)=O)cc2)cc(-c2ccc(C3=NCC(CO)O3)[nH]2)c1, COCCN(CCOC)S(F)(F)F, ClCCl, [Na+], O=C([O-])O. Product: COCC(C)Oc1cc(Oc2ccc(S(C)(=O)=O)cc2)cc(-c2ccc(C3=NCC(CF)O3)[nH]2)c1. Reaction SMILES: [CH3:1][O:2][CH2:3][CH:4]([O:5][c:6]1[cH:7][c:8](-[c:23]2[cH:24][cH:25][c:26]([C:28]3=[N:32][CH2:31][CH:30]([CH2:33][OH:34])[O:29]3)[nH:27]2)[cH:9][c:10]([O:12][c:13]2[cH:14][cH:15][c:16]([S:19](=[O:20])(=[O:21])[CH3:22])[cH:17][cH:18]2)[cH:11]1)[CH3:35].[CH3:36][O:37][CH2:38][CH2:39][N:40]([S:41]([F:42])([F:43])[F:46])[CH2:44][CH2:45][O:47][CH3:48].[Cl:54][CH2:55][Cl:56].[Na+:49].[OH:50][C:51](=[O:52])[O-:53]>>[CH3:1][O:2][CH2:3][CH:4]([O:5][c:6]1[cH:7][c:8](-[c:23]2[cH:24][cH:25][c:26]([C:28]3=[N:32][CH2:31][CH:30]([CH2:33][F:46])[O:29]3)[nH:27]2)[cH:9][c:10]([O:12][c:13]2[cH:14][cH:15][c:16]([S:19](=[O:20])(=[O:21])[CH3:22])[cH:17][cH:18]2)[cH:11]1)[CH3:35].